From a dataset of the Open Reaction Database (ORD), a public repository of structured organic reaction records. describe an organic reaction: reactants, conditions, products, and yield The reactants are [Li]CCCC (n-BuLi), BrC(=CC1CCC(CC1)C1CCC(CC1)C1=CC=C(C=C1)CCC)Br (4-(2,2-dibromovinyl)-4′-(4-propylphenyl)bicyclohexyl), O (Water), Cl (hydrochloric acid). Run in C1CCOC1 (THF). Run at temperature -20 celsius, time 2 hour. Yields the product C(#C)C1CCC(CC1)C1CCC(CC1)C1=CC=C(C=C1)CCC (4-Ethynyl-4′-(4-propylphenyl)bicyclohexyl). As a reaction SMILES: [Li]CCCC.Br[C:7](Br)=[CH:8][CH:9]1[CH2:14][CH2:13][CH:12]([CH:15]2[CH2:20][CH2:19][CH:18]([C:21]3[CH:26]=[CH:25][C:24]([CH2:27][CH2:28][CH3:29])=[CH:23][CH:22]=3)[CH2:17][CH2:16]2)[CH2:11][CH2:10]1.O.Cl>C1COCC1>[C:8]([CH:9]1[CH2:10][CH2:11][CH:12]([CH:15]2[CH2:20][CH2:19][CH:18]([C:21]3[CH:26]=[CH:25][C:24]([CH2:27][CH2:28][CH3:29])=[CH:23][CH:22]=3)[CH2:17][CH2:16]2)[CH2:13][CH2:14]1)#[CH:7]. Reported procedure: 23.7 ml (38.0 mmol) of n-BuLi are added to 7.70 g (16.4 mmol) of 4-(2,2-dibromovinyl)-4′-(4-propylphenyl)bicyclohexyl in 40 ml of THF at −75° C. When the addition is complete, the mixture is stirred at this temperature for 2 h and subsequently warmed to −20° C. Water and dil. hydrochloric acid are added, and the batch is extracted a number of times with MTBE. The combined organic phases are washed with water and sat. sodium chloride solution and dried using sodium sulfate. The solution is concen... The reactants are O (water), [H-].[Na+] (Sodium hydride), ClC1=CC=C(OC2=CC=C(C=C2)S)C=C1 (4-(4-chlorophenoxy)thiophenol), ClCC(C(=O)O)(C)C (chloropivalic acid). Solvent: CN(C=O)C (N,N-dimethylformamide). Conditions: time 20 minute. The product is ClC1=CC=C(OC2=CC=C(C=C2)SCC(C(=O)O)(C)C)C=C1 (3-[4-(4-chlorophenoxy)phenylthio]-2,2-dimethyl propionic acid). Isolated yield 99.0%. Reaction SMILES: [H-].[Na+].[Cl:3][C:4]1[CH:17]=[CH:16][C:7]([O:8][C:9]2[CH:14]=[CH:13][C:12]([SH:15])=[CH:11][CH:10]=2)=[CH:6][CH:5]=1.Cl[CH2:19][C:20]([CH3:25])([CH3:24])[C:21]([OH:23])=[O:22].O>CN(C)C=O>[Cl:3][C:4]1[CH:17]=[CH:16][C:7]([O:8][C:9]2[CH:14]=[CH:13][C:12]([S:15][CH2:19][C:20]([CH3:25])([CH3:24])[C:21]([OH:23])=[O:22])=[CH:11][CH:10]=2)=[CH:6][CH:5]=1 |f:0.1|. Reported procedure: Sodium hydride powder (0.86 g, 35.8 mmol) was added to a mixture of 4-(4-chlorophenoxy)thiophenol (3.55 g, 15 mmol) in N,N-dimethylformamide (12 mL) at 0° C. The mixture was warmed to room temperature over 5 minutes, stirred for an additional 20 minutes, and solid chloropivalic acid (1.64 g, 12.0 mmol) was added in one portion. This mixture was heated to 80° C. for 18 hours, cooled to room temperature, and water (1 mL) added. The residue was partitioned between methylene chloride (50 mL) and 2N ... Starting materials: C1(=CC=CC=C1)P(C1=CC=CC=C1)C1=CC=CC=C1 (triphenylphosphine), ClC1=C(CN(CCCOC=2C=C(C=CC2)N)CC(C2=CC=CC=C2)C2=CC=CC=C2)C=CC=C1C(F)(F)F (3-{3-[(2-Chloro-3-trifluoromethyl-benzyl)-2,2-diphenylethylamino]-propoxy}-phenylamine), CC(C)OC(=O)/N=N/C(=O)OC(C)C (DIAD), C(C)(C)(C)OC(NCC1=CC(=CC=C1)O)=O ((3-Hydroxy-benzyl)-carbamic acid tert butyl ester). The solvent is C1CCOC1 (THF). Run at time 8 hour. Product: C(C)(C)(C)OC(NCC1=CC(=CC=C1)OCCCN(CC(C1=CC=CC=C1)C1=CC=CC=C1)CC1=C(C(=CC=C1)C(F)(F)F)Cl)=O ((3-{3-[(2-Chloro-3-trifluoromethyl-benzyl)-(2,2-diphenyl-ethyl)-amino]-propoxy}-benzyl)-carbamic acid tert-butyl ester). The yield is 48.0%. RXN SMILES: [C:1]([O:5][C:6](=[O:16])[NH:7][CH2:8][C:9]1[CH:14]=[CH:13][CH:12]=[C:11]([OH:15])[CH:10]=1)([CH3:4])([CH3:3])[CH3:2].C1(P(C2C=CC=CC=2)C2C=CC=CC=2)C=CC=CC=1.[Cl:36][C:37]1[C:69]([C:70]([F:73])([F:72])[F:71])=[CH:68][CH:67]=[CH:66][C:38]=1[CH2:39][N:40]([CH2:52][CH:53]([C:60]1[CH:65]=[CH:64][CH:63]=[CH:62][CH:61]=1)[C:54]1[CH:59]=[CH:58][CH:57]=[CH:56][CH:55]=1)[CH2:41][CH2:42][CH2:43]OC1C=C(N)C=CC=1.CC(OC(/N=N/C(OC(C)C)=O)=O)C>C1COCC1>[C:1]([O:5][C:6](=[O:16])[NH:7][CH2:8][C:9]1[CH:14]=[CH:13][CH:12]=[C:11]([O:15][CH2:43][CH2:42][CH2:41][N:40]([CH2:39][C:38]2[CH:66]=[CH:67][CH:68]=[C:69]([C:70]([F:71])([F:72])[F:73])[C:37]=2[Cl:36])[CH2:52][CH:53]([C:60]2[CH:65]=[CH:64][CH:63]=[CH:62][CH:61]=2)[C:54]2[CH:55]=[CH:56][CH:57]=[CH:58][CH:59]=2)[CH:10]=1)([CH3:4])([CH3:2])[CH3:3]. Procedure: (3-Hydroxy-benzyl)-carbamic acid tert butyl ester was dissolved in THF, triphenylphosphine (0.44 g, 2.2 mmole), 3-{3-[(2-Chloro-3-trifluoromethyl-benzyl)-2,2-diphenylethylamino]-propoxy}-phenylamine (1.0 g, 2.3 mmole) and DIAD (0.43 ml, 2.2 mmole) were added subsequently. The mixture was stirred overnight at room temperature. The reaction was concentrated, chromatographed on silica gel (0 to 15% EtOAc/hexanes) to give the titled compound (0.51 g, 48%). MH+652.0 Reactants: C1CCOC1, CNC, O=S(=O)(Cl)c1ccc(F)cc1. The product is CN(C)S(=O)(=O)c1ccc(F)cc1. As a reaction SMILES: [CH2:15]1[O:16][CH2:17][CH2:18][CH2:19]1.[CH3:12][NH:13][CH3:14].[F:1][c:2]1[cH:3][cH:4][c:5]([S:8](=[O:9])(=[O:10])[Cl:11])[cH:6][cH:7]1>>[F:1][c:2]1[cH:3][cH:4][c:5]([S:8](=[O:9])(=[O:10])[N:13]([CH3:12])[CH3:14])[cH:6][cH:7]1. The reactants are CC#N, CN1CCNCC1, Clc1nccnc1Cl. The product is CN1CCN(c2nccnc2Cl)CC1. Reaction SMILES: [CH3:16][C:17]#[N:18].[CH3:9][N:10]1[CH2:11][CH2:12][NH:13][CH2:14][CH2:15]1.[Cl:1][c:2]1[n:3][cH:4][cH:5][n:6][c:7]1[Cl:8]>>[c:2]1([N:13]2[CH2:12][CH2:11][N:10]([CH3:9])[CH2:15][CH2:14]2)[n:3][cH:4][cH:5][n:6][c:7]1[Cl:8].